This data is from the Open Reaction Database (ORD), a public repository of structured organic reaction records. The task is: describe an organic reaction: reactants, conditions, products, and yield Starting materials: CCOC(=O)C(=O)OCC, CC(=O)c1ccc(OCc2ccccc2)cc1, C1CCOC1, [H-], [Na+]. The product is CCOC(=O)C(=O)CC(=O)c1ccc(OCc2ccccc2)cc1. RXN SMILES: [C:3]([C:4]([O:6][CH2:5][CH3:7])=[O:8])(=[O:9])[O:10][CH2:11][CH3:12].[CH2:13]([c:14]1[cH:15][cH:16][cH:17][cH:18][cH:19]1)[O:20][c:21]1[cH:22][cH:23][c:24]([C:27]([CH3:28])=[O:29])[cH:25][cH:26]1.[CH2:30]1[O:31][CH2:32][CH2:33][CH2:34]1.[H-:2].[Na+:1]>>[C:3]([C:4](=[O:6])[CH2:28][C:27]([c:24]1[cH:23][cH:22][c:21]([O:20][CH2:13][c:14]2[cH:15][cH:16][cH:17][cH:18][cH:19]2)[cH:26][cH:25]1)=[O:29])(=[O:9])[O:10][CH2:11][CH3:12].